This data is from the Open Reaction Database (ORD), a public repository of structured organic reaction records. The task is: describe an organic reaction: reactants, conditions, products, and yield Starting materials: O (water), NH4HCO3, ClC=1NC(C2=C(N1)N(C=C2)CCO)=O (2-chloro-7-(2-hydroxyethyl)-3H,4H,7H-pyrrolo[2,3-d]pyrimidin-4-one), FC1=C(C(=CC(=C1)OCCOC)F)N1CCNCC1 (1-[2,6-difluoro-4-(2-methoxyethoxy)phenyl]piperazine), CCN(C(C)C)C(C)C (DIEA). Solvent: CC#N (MeCN), CC#N (MeCN), CC#N (MeCN), C(C)O (ethanol). Conditions: time 1 minute. The product is FC1=C(C(=CC(=C1)OCCOC)F)N1CCN(CC1)C=1NC(C2=C(N1)N(C=C2)CCO)=O (2-[4-[2,6-difluoro-4-(2-methoxyethoxy)phenyl]piperazin-1-yl]-7-(2-hydroxyethyl)-3H,4H,7H-pyrrolo[2,3-d]pyrimidin-4-one). Yield: 31.2%. As a reaction SMILES: Cl[C:2]1[NH:3][C:4](=[O:14])[C:5]2[CH:10]=[CH:9][N:8]([CH2:11][CH2:12][OH:13])[C:6]=2[N:7]=1.[F:15][C:16]1[CH:21]=[C:20]([O:22][CH2:23][CH2:24][O:25][CH3:26])[CH:19]=[C:18]([F:27])[C:17]=1[N:28]1[CH2:33][CH2:32][NH:31][CH2:30][CH2:29]1.CCN(C(C)C)C(C)C.O>C(O)C.CC#N>[F:27][C:18]1[CH:19]=[C:20]([O:22][CH2:23][CH2:24][O:25][CH3:26])[CH:21]=[C:16]([F:15])[C:17]=1[N:28]1[CH2:29][CH2:30][N:31]([C:2]2[NH:3][C:4](=[O:14])[C:5]3[CH:10]=[CH:9][N:8]([CH2:11][CH2:12][OH:13])[C:6]=3[N:7]=2)[CH2:32][CH2:33]1. Procedure details: A solution of 2-chloro-7-(2-hydroxyethyl)-3H,4H,7H-pyrrolo[2,3-d]pyrimidin-4-one (150 mg, 0.70 mmol, 1.00 equiv), 1-[2,6-difluoro-4-(2-methoxyethoxy)phenyl]piperazine (192 mg, 0.71 mmol, 1.00 equiv) and DIEA (182 mg, 1.41 mmol, 2.00 equiv) in ethanol (2 mL) was placed in an 8-mL sealed tube. The reaction mixture was irradiated with microwave radiation for 30 min at 140° C. and then cooled back to room temperature. The crude product was collected by filtration then purified by Prep-HPLC with the ... The reactants are COC(=O)c1cc(C#N)ccc1CBr, Cc1cccnc1CNCc1ncccc1C, CC#N, CCN(C(C)C)C(C)C. Yields the product COC(=O)c1cc(C#N)ccc1CN(Cc1ncccc1C)Cc1ncccc1C. As a reaction SMILES: [CH3:18][O:19][C:20]([c:21]1[c:22]([CH2:29][Br:30])[cH:23][cH:24][c:25]([C:27]#[N:28])[cH:26]1)=[O:31].[CH3:1][c:2]1[c:3]([CH2:8][NH:9][CH2:10][c:11]2[n:12][cH:13][cH:14][cH:15][c:16]2[CH3:17])[n:4][cH:5][cH:6][cH:7]1.[CH3:41][C:42]#[N:43].[CH:32]([N:33]([CH2:34][CH3:35])[CH:36]([CH3:37])[CH3:38])([CH3:39])[CH3:40]>>[CH3:1][c:2]1[c:3]([CH2:8][N:9]([CH2:10][c:11]2[n:12][cH:13][cH:14][cH:15][c:16]2[CH3:17])[CH2:29][c:22]2[c:21]([C:20]([O:19][CH3:18])=[O:31])[cH:26][c:25]([C:27]#[N:28])[cH:24][cH:23]2)[n:4][cH:5][cH:6][cH:7]1. Starting materials: CCN(C=Cc1ccccc1)CC, CC(=O)OC(C)=O. Yields the product CCN(C=C(C(C)=O)c1ccccc1)CC. As a reaction SMILES: [CH2:1]([CH3:2])[N:3]([CH:4]=[CH:5][c:6]1[cH:7][cH:8][cH:9][cH:10][cH:11]1)[CH2:12][CH3:13].[CH3:14][C:15](=[O:16])[O:17][C:18](=[O:19])[CH3:20]>>[CH2:1]([CH3:2])[N:3]([CH:4]=[C:5]([c:6]1[cH:7][cH:8][cH:9][cH:10][cH:11]1)[C:15]([CH3:14])=[O:16])[CH2:12][CH3:13].